The task is: describe an organic reaction: reactants, conditions, products, and yield. This data is from the Open Reaction Database (ORD), a public repository of structured organic reaction records. Starting materials: [OH-].[Na+] (sodium hydroxide), Cl (HCl), FC1=CC=C(C=C1)C=1C(=CC=C(C1)CCOS(=O)(=O)C)OCC1=CC=CC=C1 (5-(4-fluorophenyl)-4-benzyloxy-2-mesyloxyethylbenzene), [OH-].[Na+] (sodium hydroxide). Product: FC1=CC=C(C=C1)C=1C(=CC=C(C1)CCO)OCC1=CC=CC=C1 (5-(4-fluorophenyl)-4-benzyloxy-2-hydroxyethylbenzene). Reported procedure: 5-(4-fluorophenyl)-4-benzyloxy-2-mesyloxyethylbenzene (2.5 g, 6.24 mmol) was dissolved in methanol (80 mL). To this was added sodium hydroxide (300 mg, 7.5 mmol) dissolved in water (20 mL). The solution was heated to reflux and heating maintained for 24 hours, when an additional equivalent of sodium hydroxide was added, and reflux maintained for an additional 16 hours. The mixture was cooled, acidified with 1N HCl, and extracted with ethyl acetate. The organic layers were dried over magnesium su... Solvent: CO (methanol), O (water). Reaction SMILES: [F:1][C:2]1[CH:7]=[CH:6][C:5]([C:8]2[C:9]([O:21][CH2:22][C:23]3[CH:28]=[CH:27][CH:26]=[CH:25][CH:24]=3)=[CH:10][CH:11]=[C:12]([CH2:14][CH2:15][O:16]S(C)(=O)=O)[CH:13]=2)=[CH:4][CH:3]=1.[OH-].[Na+].Cl>CO.O>[F:1][C:2]1[CH:7]=[CH:6][C:5]([C:8]2[C:9]([O:21][CH2:22][C:23]3[CH:24]=[CH:25][CH:26]=[CH:27][CH:28]=3)=[CH:10][CH:11]=[C:12]([CH2:14][CH2:15][OH:16])[CH:13]=2)=[CH:4][CH:3]=1 |f:1.2|. Isolated yield 69.6%. Isolated yield 47.0%. RXN SMILES: [F:1][C:2]1[CH:3]=[CH:4][C:5]2[C:14]([CH:15]=1)=[N:13][C:12]([O:16][C@H:17]1[CH2:49][N:20]3[C:21](=[O:48])[C@@H:22]([NH:39][C:40]([C:42]4[CH:46]=[C:45]([CH3:47])[O:44][N:43]=4)=[O:41])[CH2:23][CH2:24][CH2:25][CH2:26][CH2:27][CH:28]=[CH:29][C@@H:30]4[CH2:35][C@@:31]4([C:36](O)=[O:37])[NH:32][C:33](=[O:34])[C@@H:19]3[CH2:18]1)=[C:11]1[C:6]=2[CH:7]=[CH:8][CH:9]=[CH:10]1.C(N1C=CN=C1)(N1C=CN=C1)=O.[CH3:62][C:63]1([S:66]([NH2:69])(=[O:68])=[O:67])[CH2:65][CH2:64]1.Cl.O1CCOCC1>ClC(Cl)C>[F:1][C:2]1[CH:3]=[CH:4][C:5]2[C:14]([CH:15]=1)=[N:13][C:12]([O:16][C@H:17]1[CH2:49][N:20]3[C:21](=[O:48])[C@@H:22]([NH:39][C:40]([C:42]4[CH:46]=[C:45]([CH3:47])[O:44][N:43]=4)=[O:41])[CH2:23][CH2:24][CH2:25][CH2:26][CH2:27][CH:28]=[CH:29][C@@H:30]4[CH2:35][C@@:31]4([C:36](=[O:37])[NH:69][S:66]([C:63]4([CH3:62])[CH2:65][CH2:64]4)(=[O:68])=[O:67])[NH:32][C:33](=[O:34])[C@@H:19]3[CH2:18]1)=[C:11]1[C:6]=2[CH:7]=[CH:8][CH:9]=[CH:10]1. Run at temperature 40 celsius, time 3 hour. Reactants: Cl (HCl), O1CCOCC1 (dioxane), FC=1C=CC2=C3C=CC=CC3=C(N=C2C1)O[C@@H]1C[C@@H]2N(C([C@H](CCCCC\C=C/[C@H]3[C@](NC2=O)(C3)C(=O)O)NC(=O)C3=NOC(=C3)C)=O)C1 ((2R,6S,13aS,14aR,16aS,Z)-2-(3-fluorophenanthridin-6-yloxy)-6-(5-methylisoxazole-3-carboxamido)-5,16-dioxo-1,2,3,5,6,7,8,9,10,11,13a,14,14a,15,16,16a-hexadecahydrocyclopropa[e]pyrrolo[1,2-a][1,4]diazacyclopentadecine-14a-carboxylic acid), FC=1C=CC2=C3C=CC=CC3=C(N=C2C1)O[C@@H]1C[C@@H]2N(C([C@H](CCCCC\C=C/[C@H]3[C@](NC2=O)(C3)C(=O)O)NC(=O)C3=NOC(=C3)C)=O)C1 ((2R,6S,13aS,14aR,16aS,Z)-2-(3-fluorophenanthridin-6-yloxy)-6-(5-methylisoxazole-3-carboxamido)-5,16-dioxo-1,2,3,5,6,7,8,9,10,11,13a,14,14a,15,16,16a-hexadecahydrocyclopropa[e]pyrrolo[1,2-a][1,4]diazacyclopentadecine-14a-carboxylic acid), C(=O)(N1C=NC=C1)N1C=NC=C1 (carbonyldiimidazole), CC1(CC1)S(=O)(=O)N (1-methylcyclopropane-1-sulfonamide), 4A, 1,8-diazabicycloundecene. Product: FC=1C=CC2=C3C=CC=CC3=C(N=C2C1)O[C@@H]1C[C@@H]2N(C([C@H](CCCCC\C=C/[C@H]3[C@](NC2=O)(C3)C(NS(=O)(=O)C3(CC3)C)=O)NC(=O)C3=NOC(=C3)C)=O)C1 (N-((2R,6S,13aS,14aR,16aS,Z)-2-(3-fluorophenanthridin-6-yloxy)-14a-(1-methylcyclopropylsulfonylcarbamoyl)-5,16-dioxo-1,2,3,5,6,7,8,9,10,11,13a,14,14a,15,16,16a-hexadecahydrocyclopropa[e]pyrrolo[1,2-a][1,4]diazacyclopentadecin-6-yl)-5-methylisoxazole-3-carboxamide). Procedure: The product of Example 1f, (2R,6S,13aS,14aR,16aS,Z)-2-(3-fluorophenanthridin-6-yloxy)-6-(5-methylisoxazole-3-carboxamido)-5,16-dioxo-1,2,3,5,6,7,8,9,10,11,13a,14,14a,15,16,16a-hexadecahydrocyclopropa[e]pyrrolo[1,2-a][1,4]diazacyclopentadecine-14a-carboxylic acid (0.812 g, 1.21 mmol) was dissolved in dichloroethane (12 mL) and 4A sieves were added to the flask. To this mixture was added carbonyldiimidazole (505 mg, 3.11 mmol) and the reaction mixture was heated at 40° C. for 2 h. The reaction mix... Run in ClC(C)Cl (dichloroethane).